This data is from the Open Reaction Database (ORD), a public repository of structured organic reaction records. The task is: describe an organic reaction: reactants, conditions, products, and yield The reactants are C=CC[C@@H](C(=O)O)N (L-2-amino-4-pentenoic acid), C(=O)(OCC)N1C(C=2C(C1=O)=CC=CC2)=O (N-carboethoxyphthalimide). Procedure details: To a solution of L-2-amino-4-pentenoic acid (9.88 g) in an aqueous Na2CO3 (9.11 g, 150 mL) at RT was added N-carboethoxyphthalimide (18.8 g). The reaction mixture was stirred for 6 h at RT, gradually becoming homogeneous. The reaction mixture was transferred to a separatory funnel and extracted with DCM (3×). The basic aqueous layer was made acidic with 2N HCl and extracted with DCM (3×). The combined DCM layer was washed with brine, dried (Na2SO4), filtered and evaporated. The crude product was... Reaction conditions: time 6 hour. Solvent: C(=O)([O-])[O-].[Na+].[Na+] (Na2CO3). The yield is 95.1%. Product: O=C1N(C(C2=CC=CC=C12)=O)[C@H](C(=O)O)CC=C ((2S)-2-(1,3-dioxo-1,3-dihydro-2H-isoindol-2-yl)pent-4-enoic acid). Reaction SMILES: [CH2:1]=[CH:2][CH2:3][C@H:4]([NH2:8])[C:5]([OH:7])=[O:6].C(N1[C:18](=[O:19])[C:17]2=[CH:20][CH:21]=[CH:22][CH:23]=[C:16]2[C:15]1=[O:24])(OCC)=O>C([O-])([O-])=O.[Na+].[Na+]>[O:19]=[C:18]1[C:17]2[C:16](=[CH:23][CH:22]=[CH:21][CH:20]=2)[C:15](=[O:24])[N:8]1[C@@H:4]([CH2:3][CH:2]=[CH2:1])[C:5]([OH:7])=[O:6] |f:2.3.4|. Run at time 10 minute. Procedure: 3-Amino-1-methylpyrazole-4-carbonitrile (Helv. Chim. Acta (1959) 42 763) (3.66 g) was stirred in dry tetrahydrofuran (40 ml). Sodium hydride (50% oil dispersion, 2.28 g) was added and the mixture was stirred for 10 minutes. 2,5-Dichloronitrobenzene (5.76 g) was added and the solution stirred under nitrogen for 20 hours. Water was added dropwise to destroy any excess sodium hydride, then the solution was poured on to a mixture of ice and dilute hydrochloric acid. After standing for 1 hour the bri... Solvent: O1CCCC1 (tetrahydrofuran). Yields the product ClC1=CC(=C(NC2=NN(C=C2C#N)C)C=C1)[N+](=O)[O-] (3-(4-Chloro-2-nitroanilino)-1-methylpyrazole-4-carbonitrile). RXN SMILES: [NH2:1][C:2]1[C:6]([C:7]#[N:8])=[CH:5][N:4]([CH3:9])[N:3]=1.[H-].[Na+].Cl[C:13]1[CH:18]=[CH:17][C:16]([Cl:19])=[CH:15][C:14]=1[N+:20]([O-:22])=[O:21].O>O1CCCC1>[Cl:19][C:16]1[CH:17]=[CH:18][C:13]([NH:1][C:2]2[C:6]([C:7]#[N:8])=[CH:5][N:4]([CH3:9])[N:3]=2)=[C:14]([N+:20]([O-:22])=[O:21])[CH:15]=1 |f:1.2|. Reactants: O (Water), NC1=NN(C=C1C#N)C (3-Amino-1-methylpyrazole-4-carbonitrile), ClC1=C(C=C(C=C1)Cl)[N+](=O)[O-] (2,5-Dichloronitrobenzene), [H-].[Na+] (Sodium hydride). Reactants: BrN1C(CCC1=O)=O (N-bromosuccinimide), OCC1=C(C=C(C=C1)C#CC1=CC=C(C=C1)CC(=O)OC)C(C)C (methyl [4-(4-hydroxymethyl-3-isopropyl-phenylethynyl)-phenyl]-acetate), OCC1=C(C=C(C=C1)C#CC1=CC=C(C=C1)CC(=O)OC)C(C)C (methyl [4-(4-hydroxymethyl-3-isopropyl-phenylethynyl)-phenyl]-acetate), C1(=CC=CC=C1)P(C1=CC=CC=C1)C1=CC=CC=C1 (triphenylphosphine). Run in C(Cl)Cl (CH2Cl2). Run at temperature 25 celsius, time 17 hour. The product is COC(CC1=CC=C(C=C1)C#CC1=CC(=C(C=C1)CBr)C(C)C)=O (Methyl[4-(4-bromomethyl-3-isopropyl-phenylethynyl)-phenyl]-acetate), EtOAc—hexanes. Yield: 5.0%. As a reaction SMILES: O[CH2:2][C:3]1[CH:8]=[CH:7][C:6]([C:9]#[C:10][C:11]2[CH:16]=[CH:15][C:14]([CH2:17][C:18]([O:20][CH3:21])=[O:19])=[CH:13][CH:12]=2)=[CH:5][C:4]=1[CH:22]([CH3:24])[CH3:23].C1(P(C2C=CC=CC=2)C2C=CC=CC=2)C=CC=CC=1.[Br:44]N1C(=O)CCC1=O>C(Cl)Cl>[CH3:21][O:20][C:18](=[O:19])[CH2:17][C:14]1[CH:15]=[CH:16][C:11]([C:10]#[C:9][C:6]2[CH:7]=[CH:8][C:3]([CH2:2][Br:44])=[C:4]([CH:22]([CH3:24])[CH3:23])[CH:5]=2)=[CH:12][CH:13]=1. Procedure details: A solution of methyl [4-(4-hydroxymethyl-3-isopropyl-phenylethynyl)-phenyl]-acetate (Compound 123, 180.0 mg, 0.56 mmol) and triphenylphosphine (190.0 mg, 0.73 mmol) in 5 mL CH2Cl2 was cooled to 0° C. and N-bromosuccinimide (130.0 mg, 0.73 mmol) was added in 5 portions over 20 minutes. The solution was warmed to 25° C. and stirred for 17 hours. The reaction was quenched by the addition of dilute aqueous NaHCO3. The resulting mixture was extracted with Et2O and the combined organic layers were was...